Task: describe an organic reaction: reactants, conditions, products, and yield. Dataset: the Open Reaction Database (ORD), a public repository of structured organic reaction records Reactants: BrC1=CC2=C(OCC(C3=C2N=C(S3)C(=O)OC)(F)F)C=C1 (Methyl 9-bromo-4,4-difluoro-4,5-dihydrobenzo[2,3]oxepino[4,5-d]thiazole-2-carboxylate), C(#C)[C@]1(C(N(CC1)C)=O)O ((3R)-3-ethynyl-3-hydroxy-1-methyl-pyrrolidin-2-one). The product is FC1(COC2=C(C=3N=C(SC31)C(=O)OC)C=C(C=C2)C#C[C@]2(C(N(CC2)C)=O)O)F ((R)-methyl 4,4-difluoro-9-((3-hydroxy-1-methyl-2-oxopyrrolidin-3-yl)ethynyl)-4,5-dihydrobenzo[2,3]oxepino[4,5-d]thiazole-2-carboxylate). RXN SMILES: Br[C:2]1[CH:21]=[CH:20][C:5]2[O:6][CH2:7][C:8]([F:19])([F:18])[C:9]3[S:13][C:12]([C:14]([O:16][CH3:17])=[O:15])=[N:11][C:10]=3[C:4]=2[CH:3]=1.[C:22]([C@:24]1([OH:31])[CH2:28][CH2:27][N:26]([CH3:29])[C:25]1=[O:30])#[CH:23]>>[F:18][C:8]1([F:19])[C:9]2[S:13][C:12]([C:14]([O:16][CH3:17])=[O:15])=[N:11][C:10]=2[C:4]2[CH:3]=[C:2]([C:23]#[C:22][C@:24]3([OH:31])[CH2:28][CH2:27][N:26]([CH3:29])[C:25]3=[O:30])[CH:21]=[CH:20][C:5]=2[O:6][CH2:7]1. Procedure: Methyl 9-bromo-4,4-difluoro-4,5-dihydrobenzo[2,3]oxepino[4,5-d]thiazole-2-carboxylate was reacted with (3R)-3-ethynyl-3-hydroxy-1-methyl-pyrrolidin-2-one similarly to as described in General Procedure F with non-critical modifications to afford crude (R)-methyl 4,4-difluoro-9-((3-hydroxy-1-methyl-2-oxopyrrolidin-3-yl)ethynyl)-4,5-dihydrobenzo[2,3]oxepino[4,5-d]thiazole-2-carboxylate. Crude (R)-methyl 4,4-difluoro-9-((3-hydroxy-1-methyl-2-oxopyrrolidin-3-yl)ethynyl)-4,5-dihydrobenzo[2,3]oxepino[4... The reactants are CN(CCN(C=1SC2=C(N1)C=CC(=C2)NC(C2=CC=C(C=C2)I)=O)C)C (N-{2-[(2-dimethylamino-ethyl)-methyl-amino]-benzothiazol-6-yl}-4-iodo-benzamide), ClC1=C(C=CC(=C1)OC)B(O)O (2-chloro-4-methoxy-phenyl boronic acid). Product: CN(CCN(C=1SC2=C(N1)C=CC(=C2)NC(=O)C2=CC=C(C=C2)C2=C(C=C(C=C2)OC)Cl)C)C (2′-Chloro-4′-methoxy-biphenyl-4-carboxylic Acid {2-[(2-dimethylamino-ethyl)-methyl-amino]-benzothiazol-6-yl}-amide). RXN SMILES: [CH3:1][N:2]([CH3:26])[CH2:3][CH2:4][N:5]([CH3:25])[C:6]1[S:7][C:8]2[CH:14]=[C:13]([NH:15][C:16](=[O:24])[C:17]3[CH:22]=[CH:21][C:20](I)=[CH:19][CH:18]=3)[CH:12]=[CH:11][C:9]=2[N:10]=1.[Cl:27][C:28]1[CH:33]=[C:32]([O:34][CH3:35])[CH:31]=[CH:30][C:29]=1B(O)O>>[CH3:1][N:2]([CH3:26])[CH2:3][CH2:4][N:5]([CH3:25])[C:6]1[S:7][C:8]2[CH:14]=[C:13]([NH:15][C:16]([C:17]3[CH:22]=[CH:21][C:20]([C:29]4[CH:30]=[CH:31][C:32]([O:34][CH3:35])=[CH:33][C:28]=4[Cl:27])=[CH:19][CH:18]=3)=[O:24])[CH:12]=[CH:11][C:9]=2[N:10]=1. Procedure: The title compound is prepared by following a procedure analogous to Example 113, Step 1, using N-{2-[(2-dimethylamino-ethyl)-methyl-amino]-benzothiazol-6-yl}-4-iodo-benzamide (0.05 g, 0.12 mmol) and 2-chloro-4-methoxy-phenyl boronic acid (0.026 g, 0.14 mmol) to afford 0.036 g (60%). LC/MS, Retention time=4.53 min; (m/z): calcd for C26H27ClN4O2S (M+H)+: 496.1; found: 496.0.